Dataset: the Open Reaction Database (ORD), a public repository of structured organic reaction records. Task: describe an organic reaction: reactants, conditions, products, and yield The reactants are Cl.FC1=CC=C(C(=O)C2CCNCC2)C=C1 (4-(p-fluorobenzoyl)-piperidine hydrochloride), ClCCCO (3-chloropropanol), material, ClCCCO (3-chloropropanol), C([O-])(O)=O.[Na+] (sodium bicarbonate). The solvent is C(CCC)O (n-butanol). Run at time 3 hour. Yields the product FC1=CC=C(C(=O)C2CCN(CC2)CCCO)C=C1 (4-(p-Fluorobenzoyl)-1-(3-hydroxypropyl)piperidine). As a reaction SMILES: Cl.[F:2][C:3]1[CH:16]=[CH:15][C:6]([C:7]([CH:9]2[CH2:14][CH2:13][NH:12][CH2:11][CH2:10]2)=[O:8])=[CH:5][CH:4]=1.Cl[CH2:18][CH2:19][CH2:20][OH:21].C(=O)(O)[O-].[Na+]>C(O)CCC>[F:2][C:3]1[CH:4]=[CH:5][C:6]([C:7]([CH:9]2[CH2:14][CH2:13][N:12]([CH2:18][CH2:19][CH2:20][OH:21])[CH2:11][CH2:10]2)=[O:8])=[CH:15][CH:16]=1 |f:0.1,3.4|. Reported procedure: A mixture of 24.3 g. (0.1 mole) of 4-(p-fluorobenzoyl)-piperidine hydrochloride, 12.5 g. (0.125 mole) of 3-chloropropanol and 42.0 g. (0.5 mole) of sodium bicarbonate in 500 ml. of n-butanol was stirred at reflux for 15 hours. An additional 3.0 g. (0.025 mole) of 3-chloropropanol was added after thin layer chromatography showed incomplete reaction and the reaction was continued for 3 hours. The cooled reaction mixture was filtered, the filtrate concentrated at reduced pressure and the residual o... Reactants: C(C=C)OC1=CC=C(C(=O)OCC)C=C1 (ethyl 4-allyloxybenzoate), CN(C1=CC=CC=C1)C (N,N-dimethylaniline). Yields the product C(C=C)C=1C=C(C(=O)OCC)C=CC1O (Ethyl 3-allyl-4-hydroxybenzoate). Reaction SMILES: C([O:4][C:5]1[CH:15]=[CH:14][C:8]([C:9]([O:11][CH2:12][CH3:13])=[O:10])=[CH:7][CH:6]=1)C=C.CN(C)[C:18]1[CH:23]=CC=C[CH:19]=1>>[CH2:23]([C:15]1[CH:14]=[C:8]([CH:7]=[CH:6][C:5]=1[OH:4])[C:9]([O:11][CH2:12][CH3:13])=[O:10])[CH:18]=[CH2:19]. Procedure details: A mixture of 82.3 g (0.899 mole) ethyl 4-allyloxybenzoate in 100 ml N,N-dimethylaniline was stirred under nitrogen while heating at reflux for 2 days. The resulting mixture was cooled to room temperature, the solvent distilled in vacuo, the residue taken up in ethyl ether, washed three times with 1N hydrochloric acid and extracted with 1N sodium hydroxide solution. The alkaline extract was acidified to pH 3.0, extracted with ethyl ether and the extracts dried (MgSO4). Evaporation of solvent prov... Reactants: C1COCCN1, CS(=O)(=O)OCC1CN(c2ccc3cc(-c4ccccc4C(F)(F)F)[nH]c(=O)c3c2)C(=O)O1, CC#N. Product: O=C1OC(CN2CCOCC2)CN1c1ccc2cc(-c3ccccc3C(F)(F)F)[nH]c(=O)c2c1. RXN SMILES: [CH2:34]1[CH2:35][O:36][CH2:37][CH2:38][NH:39]1.[CH3:1][S:2]([O:3][CH2:6][CH:7]1[CH2:8][N:9]([c:13]2[cH:14][cH:15][c:16]3[cH:17][c:18](-[c:24]4[c:25]([C:30]([F:31])([F:32])[F:33])[cH:26][cH:27][cH:28][cH:29]4)[nH:19][c:20](=[O:23])[c:21]3[cH:22]2)[C:10](=[O:12])[O:11]1)(=[O:4])=[O:5].[CH3:40][C:41]#[N:42]>>[CH2:6]([CH:7]1[CH2:8][N:9]([c:13]2[cH:14][cH:15][c:16]3[cH:17][c:18](-[c:24]4[c:25]([C:30]([F:31])([F:32])[F:33])[cH:26][cH:27][cH:28][cH:29]4)[nH:19][c:20](=[O:23])[c:21]3[cH:22]2)[C:10](=[O:12])[O:11]1)[N:39]1[CH2:34][CH2:35][O:36][CH2:37][CH2:38]1. Reactants: C(C)(C)(C)C1=CC=C(C=C1)S(=O)(=O)NC1=C(C(=NC(=N1)C(=O)O)OCCO)OC1=CC(=CC=C1)OC (6-(4-tert-butyl-phenylsulphonylamino)-4-(2-hydroxy-ethoxy)-5-(3-methoxy-phenoxy)-pyrimidine-2-carboxylic acid), [H-].[Na+] (sodium hydride), ClC1=NC=CC=N1 (2-chloropyrimidine), [NH4+].[Cl-] (NH4Cl). The solvent is CC(=O)N(C)C (dimethylacetamide). Product: C(C)(C)(C)C1=CC=C(C=C1)S(=O)(=O)NC1=NC(=NC(=C1OC1=CC(=CC=C1)OC)OCCOC1=NC=CC=N1)C(=O)O (4-(4-tert-butyl-phenylsulphonylamino)-5-(3-methoxy-phenoxy)-6-(2-pyrimidin-2-yloxy-ethoxy)-pyrimidine-2-carboxylic acid). Isolated yield 69.5%. Reaction SMILES: [C:1]([C:5]1[CH:10]=[CH:9][C:8]([S:11]([NH:14][C:15]2[N:20]=[C:19]([C:21]([OH:23])=[O:22])[N:18]=[C:17]([O:24][CH2:25][CH2:26][OH:27])[C:16]=2[O:28][C:29]2[CH:34]=[CH:33][CH:32]=[C:31]([O:35][CH3:36])[CH:30]=2)(=[O:13])=[O:12])=[CH:7][CH:6]=1)([CH3:4])([CH3:3])[CH3:2].[H-].[Na+].Cl[C:40]1[N:45]=[CH:44][CH:43]=[CH:42][N:41]=1.[NH4+].[Cl-]>CC(N(C)C)=O>[C:1]([C:5]1[CH:6]=[CH:7][C:8]([S:11]([NH:14][C:15]2[C:16]([O:28][C:29]3[CH:34]=[CH:33][CH:32]=[C:31]([O:35][CH3:36])[CH:30]=3)=[C:17]([O:24][CH2:25][CH2:26][O:27][C:40]3[N:45]=[CH:44][CH:43]=[CH:42][N:41]=3)[N:18]=[C:19]([C:21]([OH:23])=[O:22])[N:20]=2)(=[O:12])=[O:13])=[CH:9][CH:10]=1)([CH3:4])([CH3:2])[CH3:3] |f:1.2,4.5|. Procedure: 0.2 g of 6-(4-tert-butyl-phenylsulphonylamino)-4-(2-hydroxy-ethoxy)-5-(3-methoxy-phenoxy)-pyrimidine-2-carboxylic acid in 5 ml of dimethylacetamide was stirred at 20° C. for 3 hours with 0.04 g of sodium hydride and 0.07 g of 2-chloropyrimidine and the mixture was neutralized with saturated NH4Cl solution. The reaction mixture was washed with ethyl acetate. The aqueous phase was adjusted to pH 2 with 1N HCl and extracted with chloroform. The organic phase was dried, the solvent was evaporated an... Reactants: COc1cc(B2OC(C)(C)C(C)(C)O2)ccc1NC(=O)c1cc2ccccc2n1C, COCCOC, Cl, Nc1ncnc2c1c(I)nn2C1CCNC1, [Na+], [Na+], O=C([O-])[O-], O, c1ccc(P(c2ccccc2)(c2ccccc2)[Pd](P(c2ccccc2)(c2ccccc2)c2ccccc2)(P(c2ccccc2)(c2ccccc2)c2ccccc2)P(c2ccccc2)(c2ccccc2)c2ccccc2)cc1. Yields the product COc1cc(-c2nn(C3CCNC3)c3ncnc(N)c23)ccc1NC(=O)c1cc2ccccc2n1C. As a reaction SMILES: [CH3:18][O:19][c:20]1[c:21]([NH:35][C:36](=[O:37])[c:38]2[n:39]([CH3:47])[c:40]3[cH:41][cH:42][cH:43][cH:44][c:45]3[cH:46]2)[cH:22][cH:23][c:24]([B:26]2[O:27][C:28]([CH3:29])([CH3:30])[C:31]([CH3:32])([CH3:33])[O:34]2)[cH:25]1.[CH3:54][O:55][CH2:56][CH2:57][O:58][CH3:59].[ClH:1].[I:2][c:3]1[n:4][n:5]([CH:13]2[CH2:14][NH:15][CH2:16][CH2:17]2)[c:6]2[n:7][cH:8][n:9][c:10]([NH2:12])[c:11]12.[Na+:48].[Na+:49].[O-:50][C:51](=[O:52])[O-:53].[OH2:60].[cH:61]1[cH:62][cH:63][c:64]([P:65]([Pd:66]([P:67]([c:68]2[cH:69][cH:70][cH:71][cH:72][cH:73]2)([c:74]2[cH:75][cH:76][cH:77][cH:78][cH:79]2)[c:80]2[cH:81][cH:82][cH:83][cH:84][cH:85]2)([P:86]([c:87]2[cH:88][cH:89][cH:90][cH:91][cH:92]2)([c:93]2[cH:94][cH:95][cH:96][cH:97][cH:98]2)[c:99]2[cH:100][cH:101][cH:102][cH:103][cH:104]2)[P:105]([c:106]2[cH:107][cH:108][cH:109][cH:110][cH:111]2)([c:112]2[cH:113][cH:114][cH:115][cH:116][cH:117]2)[c:118]2[cH:119][cH:120][cH:121][cH:122][cH:123]2)([c:124]2[cH:125][cH:126][cH:127][cH:128][cH:129]2)[c:130]2[cH:131][cH:132][cH:133][cH:134][cH:135]2)[cH:136][cH:137]1>>[c:3]1(-[c:24]2[cH:23][cH:22][c:21]([NH:35][C:36](=[O:37])[c:38]3[n:39]([CH3:47])[c:40]4[cH:41][cH:42][cH:43][cH:44][c:45]4[cH:46]3)[c:20]([O:19][CH3:18])[cH:25]2)[n:4][n:5]([CH:13]2[CH2:14][NH:15][CH2:16][CH2:17]2)[c:6]2[n:7][cH:8][n:9][c:10]([NH2:12])[c:11]12. Starting materials: [H-].[Na+] (sodium hydride), COC(C(CCCCCCC(=O)OC)S(=O)(=O)C)=O (dimethyl-2-methylsulfonylazelate), ICCCC(CCCCC)OC(C)=O (1-iodo-4-acetoxynonane). The solvent is CN(C=O)C (dimethylformamide). Run at time 1 hour. Yields the product COC(=O)C(CCCCCCC(=O)OC)(CCCC(CCCCC)OC(C)=O)S(=O)(=O)C (methyl 8-methoxycarbonyl-8-methylsulfonyl-12-acetoxyheptadecanoate). The yield is 98.5%. Reaction SMILES: [H-].[Na+].[CH3:3][O:4][C:5](=[O:21])[CH:6]([S:17]([CH3:20])(=[O:19])=[O:18])[CH2:7][CH2:8][CH2:9][CH2:10][CH2:11][CH2:12][C:13]([O:15][CH3:16])=[O:14].I[CH2:23][CH2:24][CH2:25][CH:26]([O:32][C:33](=[O:35])[CH3:34])[CH2:27][CH2:28][CH2:29][CH2:30][CH3:31]>CN(C)C=O>[CH3:3][O:4][C:5]([C:6]([S:17]([CH3:20])(=[O:19])=[O:18])([CH2:23][CH2:24][CH2:25][CH:26]([O:32][C:33](=[O:35])[CH3:34])[CH2:27][CH2:28][CH2:29][CH2:30][CH3:31])[CH2:7][CH2:8][CH2:9][CH2:10][CH2:11][CH2:12][C:13]([O:15][CH3:16])=[O:14])=[O:21] |f:0.1|. Procedure: A suspension of 57% sodium hydride/mineral oil (3.84 g., 0.091 mole) is washed by decantation with petroleum ether to remove the mineral oil. The residual solid is suspended in dry dimethylformamide (100 ml.) and treated with a solution of dimethyl-2-methylsulfonylazelate (23.5 g., 0.08 mole) in dry dimethylformamide (60 ml.) added dropwise at ambient temperature under a nitrogen atmosphere. The resulting solution is stirred for 1 hour at room temperature, cooled to ~10° C., and treated with 1-i...